Dataset: the Open Reaction Database (ORD), a public repository of structured organic reaction records. Task: describe an organic reaction: reactants, conditions, products, and yield The reactants are C(C1=CC=CC=C1)OC(=O)N1CC(C1)CC(=O)OCC (3-ethoxycarbonylmethylazetidine-1-carboxylic acid benzyl ester), O.[OH-].[Li+] (lithium hydroxide monohydrate). Solvent: TBF, O (water). Yields the product C(C1=CC=CC=C1)OC(=O)N1CC(C1)CC(=O)O (3-Carboxymethyl-azetidine-1-carboxylic Acid Benzyl Ester). The yield is 98.5%. RXN SMILES: [CH2:1]([O:8][C:9]([N:11]1[CH2:14][CH:13]([CH2:15][C:16]([O:18]CC)=[O:17])[CH2:12]1)=[O:10])[C:2]1[CH:7]=[CH:6][CH:5]=[CH:4][CH:3]=1.O.[OH-].[Li+]>O>[CH2:1]([O:8][C:9]([N:11]1[CH2:12][CH:13]([CH2:15][C:16]([OH:18])=[O:17])[CH2:14]1)=[O:10])[C:2]1[CH:3]=[CH:4][CH:5]=[CH:6][CH:7]=1 |f:1.2.3|. Procedure: A solution of 3-ethoxycarbonylmethylazetidine-1-carboxylic acid benzyl ester (0.30 g, 1.1 mmol), and lithium hydroxide monohydrate (0.091 g, 2.2 mmol) in TBF (3 mL) and water (1 mL) was stirred under argon at room temperature for 1 hr. After acidification with 2 M aqueous hydrochloric acid (10 mL), the reaction mixture was extracted with ethyl acetate (3×20 ml). The combined ethyl acetate layers were washed with water (10 mL), brine (10 mL), dried over anhydrous sodium sulfate, filtered, and con... Reactants: [OH-].[Na+] (sodium hydroxide), OO (hydrogen peroxide), C(C=C)OCCN(C(C1=CC(=C(C=C1)CCS(=O)(=O)N1CCC(CC1)(C#N)N)C)=O)C (N-(2-allyloxy-ethyl)-4-[2-(4-amino-4-cyano-piperidine-1-sulfonyl)-ethyl]-3,N-dimethyl-benzamide), S(=O)([O-])[O-].[Na+].[Na+] (sodium sulfite). The solvent is CO (methanol), CS(=O)C (DMSO). Run at time 1 hour. Product: C(C=C)OCCN(C(=O)C1=CC(=C(C=C1)CCS(=O)(=O)N1CCC(CC1)(C(=O)N)N)C)C (1-(2-{4-[(2-allyloxy-ethyl)-methyl-carbamoyl]-2-methyl-phenyl}-ethanesulfonyl)-4-amino-piperidine-4-carboxylic amide). As a reaction SMILES: [OH-].[Na+].OO.[CH2:5]([O:8][CH2:9][CH2:10][N:11]([CH3:35])[C:12](=[O:34])[C:13]1[CH:18]=[CH:17][C:16]([CH2:19][CH2:20][S:21]([N:24]2[CH2:29][CH2:28][C:27]([NH2:32])([C:30]#[N:31])[CH2:26][CH2:25]2)(=[O:23])=[O:22])=[C:15]([CH3:33])[CH:14]=1)[CH:6]=[CH2:7].S([O-])([O-])=[O:37].[Na+].[Na+]>CO.CS(C)=O>[CH2:5]([O:8][CH2:9][CH2:10][N:11]([CH3:35])[C:12]([C:13]1[CH:18]=[CH:17][C:16]([CH2:19][CH2:20][S:21]([N:24]2[CH2:25][CH2:26][C:27]([NH2:32])([C:30]([NH2:31])=[O:37])[CH2:28][CH2:29]2)(=[O:22])=[O:23])=[C:15]([CH3:33])[CH:14]=1)=[O:34])[CH:6]=[CH2:7] |f:0.1,4.5.6|. Reported procedure: A 1 N aqueous sodium hydroxide solution (1.41 ml) and 30% aqueous hydrogen peroxide (0.95 ml) were added to a solution of the resulting N-(2-allyloxy-ethyl)-4-[2-(4-amino-4-cyano-piperidine-1-sulfonyl)-ethyl]-3,N-dimethyl-benzamide in methanol (24 ml)-DMSO (1.3 ml), and the mixture was stirred at room temperature for one hour. A 10% (w/w) aqueous sodium sulfite solution (2.64 ml) was added to the reaction solution, and the mixture was stirred at room temperature for 40 minutes. The precipitated ...